From a dataset of the Open Reaction Database (ORD), a public repository of structured organic reaction records. describe an organic reaction: reactants, conditions, products, and yield Reactants: CC(=O)[O-], CC(=O)[O-], Cc1ccc(C)cc1, CS(C)=O, N#Cc1ccccc1Cl, [F-], [K+], O, OCC(O)CO, [Pd+2], Cc1ccc(B(O)O)cc1. The product is Cc1ccc(-c2ccccc2C#N)cc1. As a reaction SMILES: [C:41]([O-:42])(=[O:43])[CH3:44].[C:46]([O-:47])(=[O:48])[CH3:49].[CH3:22][c:23]1[cH:24][cH:25][c:26]([CH3:27])[cH:28][cH:29]1.[CH3:37][S:38]([CH3:39])=[O:40].[Cl:1][c:2]1[c:3]([C:4]#[N:5])[cH:6][cH:7][cH:8][cH:9]1.[F-:20].[K+:21].[OH2:36].[OH:30][CH2:31][CH:32]([CH2:33][OH:34])[OH:35].[Pd+2:45].[c:10]1([CH3:19])[cH:11][cH:12][c:13]([B:16]([OH:17])[OH:18])[cH:14][cH:15]1>>[c:2]1(-[c:13]2[cH:12][cH:11][c:10]([CH3:19])[cH:15][cH:14]2)[c:3]([C:4]#[N:5])[cH:6][cH:7][cH:8][cH:9]1. Reactants: NCCN1N=C2N=C(C(=C(C2=C1)C1=CC=C(C=C1)F)C1=CC=NC=C1)C1=CC=C(C=C1)F (2-(2-Aminoethyl)-4,6-bis(4-fluorophenyl)-5-(4-pyridyl)pyrazolo[3,4-b]pyridine), OCC(=O)O (hydroxyacetic acid). Product: FC1=CC=C(C=C1)C=1C=2C(N=C(C1C1=CC=NC=C1)C1=CC=C(C=C1)F)=NN(C2)CCNC(CO)=O (N-[2-[4,6-Bis(4-fluorophenyl)-5-(4-pyridyl)pyrazolo[3,4-b]pyridin-2-yl]ethyl]-2-hydroxyacetamide). Reaction SMILES: [NH2:1][CH2:2][CH2:3][N:4]1[CH:12]=[C:11]2[C:6]([N:7]=[C:8]([C:26]3[CH:31]=[CH:30][C:29]([F:32])=[CH:28][CH:27]=3)[C:9]([C:20]3[CH:25]=[CH:24][N:23]=[CH:22][CH:21]=3)=[C:10]2[C:13]2[CH:18]=[CH:17][C:16]([F:19])=[CH:15][CH:14]=2)=[N:5]1.[OH:33][CH2:34][C:35](O)=[O:36]>>[F:19][C:16]1[CH:17]=[CH:18][C:13]([C:10]2[C:11]3[C:6](=[N:5][N:4]([CH2:3][CH2:2][NH:1][C:34](=[O:33])[CH2:35][OH:36])[CH:12]=3)[N:7]=[C:8]([C:26]3[CH:27]=[CH:28][C:29]([F:32])=[CH:30][CH:31]=3)[C:9]=2[C:20]2[CH:25]=[CH:24][N:23]=[CH:22][CH:21]=2)=[CH:14][CH:15]=1. Reported procedure: Following a similar procedure to that described in example 48, but starting from 2-(2-aminoethyl)-4,6-bis(4-fluorophenyl)-5-(4-pyridyl)pyrazolo[3,4-b]pyridine (obtained in example 90) and hydroxyacetic acid, the title compound was obtained.